This data is from the Open Reaction Database (ORD), a public repository of structured organic reaction records. The task is: describe an organic reaction: reactants, conditions, products, and yield Starting materials: C1(=CC=CC=C1)P(=O)(C1=CC=CC=C1)OC=1[C@@H]([C@H]2N(C1C(=O)OCC1=CC=C(C=C1)[N+](=O)[O-])C([C@@H]2[C@@H](C)O)=O)C (4-nitrobenzyl (1R,5R,6S)-2-(diphenylphosphoryloxy)-6-[(1R)-1-hydroxyethyl]-1-methyl-1-carbapen-2-em-3-carboxylate), S[C@H]1C[C@H](N(C1)C(=O)OCC1=CC=C(C=C1)[N+](=O)[O-])C(NCCN(C(=N)N)C(=O)OCC1=CC=C(C=C1)[N+](=O)[O-])=O ((2S,4S)-4-mercapto-1-(4-nitrobenzyloxycarbonyl)-2-[2-(4-nitrobenzyloxycarbonylguanidino)ethylcarbamoyl]pyrrolidine). The product is N(C(=N)N)CCNC(=O)[C@H]1NC[C@H](C1)SC=1[C@@H]([C@H]2N(C1C(=O)O)C([C@@H]2[C@@H](C)O)=O)C ((1R,5S,6S)-2-[(2S,4S)-2-(2-Guanidinoethylcarbamoyl)pyrrolidin-4-ylthio]-6-[(1R)-1-hydroxyethyl]-1-methyl-1-carbapen-2-em-3-carboxylic acid). RXN SMILES: C1(P(O[C:16]2[C@H:17]([CH3:40])[C@@H:18]3[C@@H:35]([C@H:36]([OH:38])[CH3:37])[C:34](=[O:39])[N:19]3[C:20]=2[C:21]([O:23]CC2C=CC([N+]([O-])=O)=CC=2)=[O:22])(C2C=CC=CC=2)=O)C=CC=CC=1.[SH:41][C@@H:42]1[CH2:46][N:45](C(OCC2C=CC([N+]([O-])=O)=CC=2)=O)[C@H:44]([C:60](=[O:81])[NH:61][CH2:62][CH2:63][N:64](C(OCC2C=CC([N+]([O-])=O)=CC=2)=O)[C:65]([NH2:67])=[NH:66])[CH2:43]1>>[NH:64]([CH2:63][CH2:62][NH:61][C:60]([C@@H:44]1[CH2:43][C@H:42]([S:41][C:16]2[C@H:17]([CH3:40])[C@@H:18]3[C@@H:35]([C@H:36]([OH:38])[CH3:37])[C:34](=[O:39])[N:19]3[C:20]=2[C:21]([OH:23])=[O:22])[CH2:46][NH:45]1)=[O:81])[C:65]([NH2:67])=[NH:66]. Procedure details: A procedure similar to that described in Example 101 was repeated, but using 4-nitrobenzyl (1R,5R,6S)-2-(diphenylphosphoryloxy)-6-[(1R)-1-hydroxyethyl]-1-methyl-1-carbapen-2-em-3-carboxylate (prepared as described in Preparation 123) and (2S,4S)-4-mercapto-1-(4-nitrobenzyloxycarbonyl)-2-[2-(4-nitrobenzyloxycarbonylguanidino)ethylcarbamoyl]pyrrolidine (prepared as described in Preparation 102) as starting materials, in relative proportions similar to those used in that Example, to obtain the titl...